From a dataset of the Open Reaction Database (ORD), a public repository of structured organic reaction records. describe an organic reaction: reactants, conditions, products, and yield Reactants: Clc1cc(I)cc(Cl)c1Nc1nc2ccc(Br)cc2c2c(Cl)nccc12, C[O-], CO, [Na+], O. Yields the product COc1nccc2c(Nc3c(Cl)cc(I)cc3Cl)nc3ccc(Br)cc3c12. As a reaction SMILES: [Br:1][c:2]1[cH:3][c:4]2[c:5]([n:6][c:7]([NH:15][c:16]3[c:17]([Cl:24])[cH:18][c:19]([I:23])[cH:20][c:21]3[Cl:22])[c:8]3[cH:9][cH:10][n:11][c:12]([Cl:14])[c:13]23)[cH:25][cH:26]1.[CH3:27][O-:28].[CH3:31][OH:32].[Na+:29].[OH2:30]>>[Br:1][c:2]1[cH:3][c:4]2[c:5]([n:6][c:7]([NH:15][c:16]3[c:17]([Cl:24])[cH:18][c:19]([I:23])[cH:20][c:21]3[Cl:22])[c:8]3[cH:9][cH:10][n:11][c:12]([O:28][CH3:27])[c:13]23)[cH:25][cH:26]1. The reactants are FC1=CC2=C(SC=C2)C=C1 (5-fluorobenzo[b]thiophene), [Li]CCCC (n-BuLi), C1(=CC=CC=C1)C(N1C=NC(=C1)CCC=O)(C1=CC=CC=C1)C1=CC=CC=C1 (3-(1-triphenylmethyl-1H-imidazole-4-yl)propanal). Solvent: C1CCOC1 (THF), C1CCOC1 (THF), [Cl-].[NH4+] (ammonium chloride). Conditions: temperature -40 celsius, time 1 hour. The product is FC1=CC2=C(SC(=C2)C(CCC=2N=CN(C2)C(C2=CC=CC=C2)(C2=CC=CC=C2)C2=CC=CC=C2)O)C=C1 (1-(5-fluorobenzo[b]thiophen-2-yl)-3-(1-triphenylmethyl-1H-imidazol-4-yl)-propan-1-ol). Yield: 62.2%. Reaction SMILES: [F:1][C:2]1[CH:10]=[CH:9][C:5]2[S:6][CH:7]=[CH:8][C:4]=2[CH:3]=1.[Li]CCCC.[C:16]1([C:22]([C:38]2[CH:43]=[CH:42][CH:41]=[CH:40][CH:39]=2)([C:32]2[CH:37]=[CH:36][CH:35]=[CH:34][CH:33]=2)[N:23]2[CH:27]=[C:26]([CH2:28][CH2:29][CH:30]=[O:31])[N:25]=[CH:24]2)[CH:21]=[CH:20][CH:19]=[CH:18][CH:17]=1>C1COCC1.[Cl-].[NH4+]>[F:1][C:2]1[CH:10]=[CH:9][C:5]2[S:6][C:7]([CH:30]([OH:31])[CH2:29][CH2:28][C:26]3[N:25]=[CH:24][N:23]([C:22]([C:38]4[CH:39]=[CH:40][CH:41]=[CH:42][CH:43]=4)([C:32]4[CH:33]=[CH:34][CH:35]=[CH:36][CH:37]=4)[C:16]4[CH:21]=[CH:20][CH:19]=[CH:18][CH:17]=4)[CH:27]=3)=[CH:8][C:4]=2[CH:3]=1 |f:4.5|. Procedure: To a solution of 5-fluorobenzo[b]thiophene (1.22 g) in THF (22 ml) was added n-BuLi (1.6 M solution in hexane, 5.0 ml) at −78° C., and the mixture was stirred for 1 hour. To this mixture was added a solution of 3-(1-triphenylmethyl-1H-imidazole-4-yl)propanal (2.93 g) in THF (10 ml), and the mixture was allowed to warm to −40° C. over 1 hour. The mixture was diluted with 10% aqueous ammonium chloride, warmed to room temperature, and extracted with ethyl acetate. The extract was washed with brine,... Starting materials: IC1=CC=C(C=C1)C=1C2=CC=C(N2)C(=C2C=CC(C(=C3C=CC(=C(C=4C=CC1N4)C4=CC=C(C=C4)C#C[Si](C)(C)C)N3)C3=CC=C(C=C3)C)=N2)C2=CC=C(C=C2)C (5-(4-Iodophenyl)-15,20-bis(4-methylphenyl)-10-{4-[2-(trimethylsilyl)ethynyl]phenyl}porphyrin), CeI3, [Li]N([Si](C)(C)C)[Si](C)(C)C (LiN(SiMe3)2). Solvent: COCCOCCOC (bis(2-methoxyethyl) ether), COCCOCCOC (bis(2-methoxyethyl) ether). The product is CeI[N(SiMe3)2]2, IC1=CC=C(C=C1)C=1C2=CC=C(N2)C(=C2C=CC(C(=C3C=CC(=C(C=4C=CC1N4)C4=CC=C(C=C4)C)N3)C3=CC=C(C=C3)C)=N2)C2=CC=C(C=C2)C (5-(4-Iodophenyl)-10,15,20-tris(4-methylphenyl)porphyrin). As a reaction SMILES: [Li]N([Si](C)(C)C)[Si](C)(C)C.[I:11][C:12]1[CH:17]=[CH:16][C:15]([C:18]2[C:19]3[NH:23][C:22]([C:24]([C:61]4[CH:66]=[CH:65][C:64]([CH3:67])=[CH:63][CH:62]=4)=[C:25]4[N:60]=[C:28]([C:29]([C:53]5[CH:58]=[CH:57][C:56]([CH3:59])=[CH:55][CH:54]=5)=[C:30]5[NH:52][C:33](=[C:34]([C:40]6[CH:45]=[CH:44][C:43]([C:46]#C[Si](C)(C)C)=[CH:42][CH:41]=6)[C:35]6[CH:36]=[CH:37][C:38]=2[N:39]=6)[CH:32]=[CH:31]5)[CH:27]=[CH:26]4)=[CH:21][CH:20]=3)=[CH:14][CH:13]=1>COCCOCCOC>[I:11][C:12]1[CH:13]=[CH:14][C:15]([C:18]2[C:19]3[NH:23][C:22]([C:24]([C:61]4[CH:66]=[CH:65][C:64]([CH3:67])=[CH:63][CH:62]=4)=[C:25]4[N:60]=[C:28]([C:29]([C:53]5[CH:58]=[CH:57][C:56]([CH3:59])=[CH:55][CH:54]=5)=[C:30]5[NH:52][C:33](=[C:34]([C:40]6[CH:45]=[CH:44][C:43]([CH3:46])=[CH:42][CH:41]=6)[C:35]6[CH:36]=[CH:37][C:38]=2[N:39]=6)[CH:32]=[CH:31]5)[CH:27]=[CH:26]4)=[CH:21][CH:20]=3)=[CH:16][CH:17]=1. Procedure: The following is a refined version of the standard procedure (Gross et al. (2001) Inorg. Chem., 40: 4762) designed to minimize exposure of the reaction mixture to moisture and air. A Schlenk flask was equipped with a reflux condenser and all essential inlets and outlets at the beginning of the procedure. A solution of CeI[N(SiMe3)2]2 was prepared in situ by reaction of CeI3 (75.0 mg, 0.144 mmol) and LiN(SiMe3)2 (288 μL, 0.288 mmol, 1.0 M in THF) in bis(2-methoxyethyl) ether (1.5 mL). This flask ... Starting materials: OC(c1ccccc1)c1ccccc1, O=S(=O)(Cl)c1cc(C(F)(F)F)cc(C(F)(F)F)c1, Nc1cc(C(F)(F)F)ccc1Oc1ccccc1C(=O)O, c1ccncc1. Product: O=C(O)c1ccccc1Oc1ccc(C(F)(F)F)cc1NS(=O)(=O)c1cc(C(F)(F)F)cc(C(F)(F)F)c1. RXN SMILES: [CH:22]([OH:23])([c:24]1[cH:25][cH:26][cH:27][cH:28][cH:29]1)[c:30]1[cH:31][cH:32][cH:33][cH:34][cH:35]1.[F:36][C:37]([c:38]1[cH:39][c:40]([S:48](=[O:49])(=[O:50])[Cl:51])[cH:41][c:42]([C:44]([F:45])([F:46])[F:47])[cH:43]1)([F:52])[F:53].[NH2:1][c:2]1[c:3]([O:4][c:5]2[c:6]([C:7](=[O:8])[OH:9])[cH:10][cH:11][cH:12][cH:13]2)[cH:14][cH:15][c:16]([C:18]([F:19])([F:20])[F:21])[cH:17]1.[cH:54]1[cH:55][cH:56][n:57][cH:58][cH:59]1>>[NH:1]([c:2]1[c:3]([O:4][c:5]2[c:6]([C:7](=[O:8])[OH:9])[cH:10][cH:11][cH:12][cH:13]2)[cH:14][cH:15][c:16]([C:18]([F:19])([F:20])[F:21])[cH:17]1)[S:48]([c:40]1[cH:39][c:38]([C:37]([F:36])([F:52])[F:53])[cH:43][c:42]([C:44]([F:45])([F:46])[F:47])[cH:41]1)(=[O:49])=[O:50]. Reactants: O=C1C[C@@H]([C@H](O1)C(=O)OCC1=CC=CC=C1)C(=O)OC(C)(C)C (2-benzyl 3-tert-butyl (2S,3S)-5-oxotetrahydrofuran-2,3-dicarboxylate), [H][H] (hydrogen). The reagents and catalysts are [C].[Pd] (palladium-carbon). Run in C(C)(=O)OCC (ethyl acetate). The product is C(C)(C)(C)OC(=O)[C@@H]1[C@H](OC(C1)=O)C(=O)O ((2S,3S)-3-tert-butoxycarbonyl-5-oxotetrahydrofuran-2-carboxylic acid). Yield: 95.4%. RXN SMILES: [O:1]=[C:2]1[O:6][C@H:5]([C:7]([O:9]CC2C=CC=CC=2)=[O:8])[C@@H:4]([C:17]([O:19][C:20]([CH3:23])([CH3:22])[CH3:21])=[O:18])[CH2:3]1.[H][H]>C(OCC)(=O)C.[C].[Pd]>[C:20]([O:19][C:17]([C@H:4]1[CH2:3][C:2](=[O:1])[O:6][C@@H:5]1[C:7]([OH:9])=[O:8])=[O:18])([CH3:23])([CH3:21])[CH3:22] |f:3.4|. Procedure: 6.4 g of 2-benzyl 3-tert-butyl (2S,3S)-5-oxotetrahydrofuran-2,3-dicarboxylate in 80 ml of ethyl acetate was catalytically reduced with 640 mg of a 10% palladium-carbon catalyst at room temperature at atmospheric pressure of hydrogen for 3 hours. The catalyst was filtered off, and the filtrate was evaporated to dryness to give 4.39 g of the title compound as a white solid. Reactants: BrCCCOC1=CC=C(C#N)C=C1 (4-(3-bromo-propoxy)-benzonitrile), N12C[C@@H](C(CC1)CC2)OC(=O)C2(CCCCCC2)C2=CC=CC=C2 (1-phenyl-cycloheptanecarboxylic acid (R)-(1-aza-bicyclo[2.2.2]oct-3-yl)ester). The solvent is CC#N (MeCN). Procedure: A mixture of 4-(3-bromo-propoxy)-benzonitrile (41 mg) and 1-phenyl-cycloheptanecarboxylic acid (R)-(1-aza-bicyclo[2.2.2]oct-3-yl)ester (Example 14e) (52 mg) in MeCN (1 mL) was stirred at room temperature for 16 h then heated to 80° C. under nitrogen for a further 16 h. The volatiles were evaporated and the residue was triturated with ether to give an off-white solid that was triturated with EtOAc and dried under vacuum to give the title compound (61 mg) as a white solid. Yields the product [Br-].C(#N)C1=CC=C(OCCC[N+]23C[C@@H](C(CC2)CC3)OC(=O)C3(CCCCCC3)C3=CC=CC=C3)C=C1 ((R)-1-[3-(4-Cyano-phenoxy)-propyl]-3-(1-phenyl-cycloheptanecarbonyloxy)-1-azonia-bicyclo[2.2.2]octane bromide). Reaction conditions: time 16 hour. Yield: 67.7%. RXN SMILES: [Br:1][CH2:2][CH2:3][CH2:4][O:5][C:6]1[CH:13]=[CH:12][C:9]([C:10]#[N:11])=[CH:8][CH:7]=1.[N:14]12[CH2:21][CH2:20][CH:17]([CH2:18][CH2:19]1)[C@@H:16]([O:22][C:23]([C:25]1([C:32]3[CH:37]=[CH:36][CH:35]=[CH:34][CH:33]=3)[CH2:31][CH2:30][CH2:29][CH2:28][CH2:27][CH2:26]1)=[O:24])[CH2:15]2>CC#N>[Br-:1].[C:10]([C:9]1[CH:12]=[CH:13][C:6]([O:5][CH2:4][CH2:3][CH2:2][N+:14]23[CH2:21][CH2:20][CH:17]([CH2:18][CH2:19]2)[C@@H:16]([O:22][C:23]([C:25]2([C:32]4[CH:33]=[CH:34][CH:35]=[CH:36][CH:37]=4)[CH2:31][CH2:30][CH2:29][CH2:28][CH2:27][CH2:26]2)=[O:24])[CH2:15]3)=[CH:7][CH:8]=1)#[N:11] |f:3.4|. Reactants: CN1N=CC(=C1)CN ((1-methyl-1H-pyrazol-4-yl)methanamine), C(C1=CC=CC=C1)OC1=CC(N(C=C1)C=1SC(=C(N1)C)C(=O)O)=O (2-(4-(benzyloxy)-2-oxopyridin-1(2H)-yl)-4-methylthiazole-5-carboxylic acid). The product is C(C1=CC=CC=C1)OC1=CC(N(C=C1)C=1SC(=C(N1)C)C(=O)NCC=1C=NN(C1)C)=O (2-(4-(Benzyloxy)-2-oxopyridin-1(2H)-yl)-4-methyl-N-((1-methyl-1H-pyrazol-4-yl)methyl)thiazole-5-carboxamide). The yield is 8.0%. Reaction SMILES: [CH3:1][N:2]1[CH:6]=[C:5]([CH2:7][NH2:8])[CH:4]=[N:3]1.[CH2:9]([O:16][C:17]1[CH:22]=[CH:21][N:20]([C:23]2[S:24][C:25]([C:29](O)=[O:30])=[C:26]([CH3:28])[N:27]=2)[C:19](=[O:32])[CH:18]=1)[C:10]1[CH:15]=[CH:14][CH:13]=[CH:12][CH:11]=1>>[CH2:9]([O:16][C:17]1[CH:22]=[CH:21][N:20]([C:23]2[S:24][C:25]([C:29]([NH:8][CH2:7][C:5]3[CH:4]=[N:3][N:2]([CH3:1])[CH:6]=3)=[O:30])=[C:26]([CH3:28])[N:27]=2)[C:19](=[O:32])[CH:18]=1)[C:10]1[CH:15]=[CH:14][CH:13]=[CH:12][CH:11]=1. Procedure details: Following the procedure as described in Example 22, making variation only as required to use (1-methyl-1H-pyrazol-4-yl)methanamine in place of benzo[b]thiophen-2-ylmethanamine to react with 2-(4-(benzyloxy)-2-oxopyridin-1(2H)-yl)-4-methylthiazole-5-carboxylic acid, the title compound was obtained as a colorless solid in 8% yield: 1H NMR (300 MHz, DMSO-d6) δ 8.59 (d, J=8.1 Hz, 1H), 8.31 (br s, 2H), 7.69 (s, 1H), 7.50-7.30 (m, 5H), 6.30 (dd, J=8.1, 2.7 Hz, 1H), 6.13 (d, J=2.7 Hz, 1H), 5.13 (s, 2H)... Product: COC(=O)CCc1ccc(SCCc2ccc3sc(-c4ccc(C(F)(F)F)cc4)nc3c2)cc1C. Reactants: CCCCP(CCCC)CCCC, Cc1ccccc1, OCCc1ccc2sc(-c3ccc(C(F)(F)F)cc3)nc2c1, O=C(N=NC(=O)N1CCCCC1)N1CCCCC1, O, COC(=O)CCc1ccc(S)cc1C. As a reaction SMILES: [CH2:1]([P:2]([CH2:3][CH2:4][CH2:5][CH3:6])[CH2:7][CH2:8][CH2:9][CH3:10])[CH2:11][CH2:12][CH3:13].[CH3:68][c:69]1[cH:70][cH:71][cH:72][cH:73][cH:74]1.[F:32][C:33]([c:34]1[cH:35][cH:36][c:37](-[c:40]2[s:41][c:42]3[c:43]([n:44]2)[cH:45][c:46]([CH2:49][CH2:50][OH:51])[cH:47][cH:48]3)[cH:38][cH:39]1)([F:52])[F:53].[N:14]([C:15]([N:16]1[CH2:17][CH2:18][CH2:19][CH2:20][CH2:21]1)=[O:22])=[N:23][C:24]([N:25]1[CH2:26][CH2:27][CH2:28][CH2:29][CH2:30]1)=[O:31].[OH2:75].[SH:54][c:55]1[cH:56][c:57]([CH3:67])[c:58]([CH2:61][CH2:62][C:63](=[O:64])[O:65][CH3:66])[cH:59][cH:60]1>>[F:32][C:33]([c:34]1[cH:35][cH:36][c:37](-[c:40]2[s:41][c:42]3[c:43]([n:44]2)[cH:45][c:46]([CH2:49][CH2:50][S:54][c:55]2[cH:56][c:57]([CH3:67])[c:58]([CH2:61][CH2:62][C:63](=[O:64])[O:65][CH3:66])[cH:59][cH:60]2)[cH:47][cH:48]3)[cH:38][cH:39]1)([F:52])[F:53]. Reactants: COC(=O)c1nc2nccc(Cl)n2n1, [Na+], O, [SH-]. Yields the product COC(=O)c1nc2nccc(S)n2n1. As a reaction SMILES: [Cl:1][c:2]1[cH:3][cH:4][n:5][c:6]2[n:7]1[n:8][c:9]([C:11](=[O:12])[O:13][CH3:14])[n:10]2.[Na+:16].[OH2:17].[SH-:15]>>[c:2]1([SH:15])[cH:3][cH:4][n:5][c:6]2[n:7]1[n:8][c:9]([C:11](=[O:12])[O:13][CH3:14])[n:10]2. Reactants: BrCC1=C(C=CC=C1)OP(O)(=O)C1=CC=CC=C1 (2-bromomethylphenyl-phenylphosphonic acid), Cl(=O)(=O)(=O)O (perchloric acid). Run in C(C)OCC (diethyl ether). Reaction conditions: temperature 26 celsius. The product is C1(=CC=CC=C1)P1(OCC2=C1C=CC=C2)=O (1-phenyl-1,3-dihydro-2,1-benzoxaphosphole-1-oxide). Yield: 75.3%. Reaction SMILES: Br[CH2:2][C:3]1[CH:8]=[CH:7][CH:6]=[CH:5][C:4]=1[O:9][P:10]([C:13]1[CH:18]=[CH:17][CH:16]=[CH:15][CH:14]=1)(=[O:12])O.Cl(O)(=O)(=O)=O>C(OCC)C>[C:13]1([P:10]2(=[O:12])[C:8]3[CH:7]=[CH:6][CH:5]=[CH:2][C:3]=3[CH2:4][O:9]2)[CH:14]=[CH:15][CH:16]=[CH:17][CH:18]=1. Procedure: A mixture of 2-bromomethylphenyl-phenylphosphonic acid (3.95 g, 0.0127 mole) and 10 ml. of 10% perchloric acid was heated at 100° C. for 4.5 hours with constant stirring. The reaction mixture was cooled to 26° C. and then extracted with methylene chloride. The methylene chloride layers were washed with brine, dried over sodium sulfate and concentrated in vacuo to yield a yellow oil. This oil was distilled in a Kugelrohr at 180° C. and 0.6 torr to yield a colorless oil. The colorless oil was slur...